Dataset: the Open Reaction Database (ORD), a public repository of structured organic reaction records. Task: describe an organic reaction: reactants, conditions, products, and yield Starting materials: C(C)(=O)N1C(C(C2=CC(=C(C=C12)OC)OC)=C(C1=CC=CC=C1)OCC)=O (1-acetyl-3-(1-ethoxy-1-phenyl-methylidene)-5,6-dimethoxy-2-indolinone), NC1=CC=C(C(=O)N)C=C1 (4-aminobenzamide). Product: NC(=O)C1=CC=C(N\C(\C2=CC=CC=C2)=C\2/C(NC3=CC(=C(C=C23)OC)OC)=O)C=C1 (3-(Z)-[1-(4-aminocarbonyl-anilino)-1-phenyl-methylidene]-5,6-dimethoxy-2-indolinone). Reaction SMILES: C([N:4]1[C:12]2[C:7](=[CH:8][C:9]([O:15][CH3:16])=[C:10]([O:13][CH3:14])[CH:11]=2)[C:6](=[C:17](OCC)[C:18]2[CH:23]=[CH:22][CH:21]=[CH:20][CH:19]=2)[C:5]1=[O:27])(=O)C.[NH2:28][C:29]1[CH:37]=[CH:36][C:32]([C:33]([NH2:35])=[O:34])=[CH:31][CH:30]=1>>[NH2:35][C:33]([C:32]1[CH:36]=[CH:37][C:29]([NH:28]/[C:17](=[C:6]2\[C:5](=[O:27])[NH:4][C:12]3[C:7]\2=[CH:8][C:9]([O:15][CH3:16])=[C:10]([O:13][CH3:14])[CH:11]=3)/[C:18]2[CH:19]=[CH:20][CH:21]=[CH:22][CH:23]=2)=[CH:30][CH:31]=1)=[O:34]. Reported procedure: Prepared from 1-acetyl-3-(1-ethoxy-1-phenyl-methylidene)-5,6-dimethoxy-2-indolinone and 4-aminobenzamide Reactants: OC1C(=O)OC(C1CCCO)C=1C=NC=CC1 (2-hydroxy-3-(3-hydroxy-1-propyl)-4-(3-pyridyl)-γ-butyrolactone), N1C=NC=C1 (imidazole), C(C)(C)(C)[Si](Cl)(C1=CC=CC=C1)C1=CC=CC=C1 (t-butyldiphenylchlorosilane), C(C)(=O)OCC (ethyl acetate). Run at time 8 hour. Product: [Si](C1=CC=CC=C1)(C1=CC=CC=C1)(C(C)(C)C)OCCCC(C(C)O)(CC=1C=NC=CC1)CC(C)=O (3-[3-(t-butyldiphenylsilyloxy)-1-propyl]-2-hydroxy-4-(3-pyridyl)-γ-butylactone). RXN SMILES: O[CH:2]1[CH:7]([CH2:8][CH2:9][CH2:10][OH:11])[CH:6]([C:12]2[CH:13]=[N:14][CH:15]=[CH:16][CH:17]=2)[O:5][C:3]1=O.N1C=CN=[CH:19]1.[C:23]([Si:27]([C:35]1[CH:40]=[CH:39][CH:38]=[CH:37][CH:36]=1)([C:29]1[CH:34]=[CH:33][CH:32]=[CH:31][CH:30]=1)Cl)([CH3:26])([CH3:25])[CH3:24].[C:41](OCC)(=[O:43])[CH3:42]>>[Si:27]([O:11][CH2:10][CH2:9][CH2:8][C:7]([CH2:2][C:3](=[O:5])[CH3:19])([CH2:6][C:12]1[CH:13]=[N:14][CH:15]=[CH:16][CH:17]=1)[CH:41]([OH:43])[CH3:42])([C:23]([CH3:26])([CH3:25])[CH3:24])([C:35]1[CH:40]=[CH:39][CH:38]=[CH:37][CH:36]=1)[C:29]1[CH:34]=[CH:33][CH:32]=[CH:31][CH:30]=1. Procedure: To a solution of 37.23 g (0.157 mol) of the crude 2-hydroxy-3-(3-hydroxy-1-propyl)-4-(3-pyridyl)-γ-butyrolactone in 170 ml of dimethylformide are added 21.4 g (0.157 mol) of imidazole and 23.63 g (0.157 mol) of t-butyldiphenylchlorosilane and the mixture is stirred at room temperature overnight. The mixture is diluted with ethyl acetate and washed with water (2×), brine, dried (MgSO4) and evaporated. The residue is purified by flash chromatography from silica gel using ethyl acetate:methylene ch... The reactants are ClC(C(CC(=O)C1CCCCC1)=O)(F)F (1-chloro-4-cyclohexyl-1,1-difluoro-2,4-butanedione), C(OCC)([O-])[O-] (ethyl orthoformate), C(C)(=O)OC(C)=O (acetic anhydride). Product: ClC(C(C(C(=O)C1CCCCC1)=COCC)=O)(F)F (1-Chloro-4-cyclohexyl-3-ethoxymethylene-1,1-difluoro-2,4-butanedione). The yield is 96.2%. RXN SMILES: [Cl:1][C:2]([F:15])([F:14])[C:3](=[O:13])[CH2:4][C:5]([CH:7]1[CH2:12][CH2:11][CH2:10][CH2:9][CH2:8]1)=[O:6].[CH:16]([O-])([O-])[O:17][CH2:18][CH3:19].C(OC(=O)C)(=O)C>>[Cl:1][C:2]([F:14])([F:15])[C:3](=[O:13])[C:4](=[CH:16][O:17][CH2:18][CH3:19])[C:5]([CH:7]1[CH2:8][CH2:9][CH2:10][CH2:11][CH2:12]1)=[O:6]. Reported procedure: A mixture of 235.9 g of 1-chloro-4-cyclohexyl-1,1-difluoro-2,4-butanedione, 266.4 g of ethyl orthoformate and 367.2 g of acetic anhydride was refluxed under heating for 12 hours. The solvent was distilled off under reduced pressure to obtain 280.3 g of the desired product (crude product), which was directly used for the next reaction. A part of the crude product was further purified for measurement of the refractive index. nD20.6 1.4787 The reactants are CC=1[Te]C2=C(N1)C=C(C(=C2)C)C (2,5,6-trimethylbenzotellurazole), FC(S(=O)(=O)OCC=C)(F)F (2-propen-1-yl trifluoromethanesulfonate). Run in ClCCl (dichloromethane). Run at time 18 hour. Yields the product FC(S(=O)(=O)[O-])(F)F.CC=1[Te]C2=C([N+]1CC=C)C=C(C(=C2)C)C (2,5,6-Trimethyl-3-(2-propen-1-yl)benzotellurazolium Trifluoromethanesulfonate). As a reaction SMILES: [CH3:1][C:2]1[Te:3][C:4]2[CH:10]=[C:9]([CH3:11])[C:8]([CH3:12])=[CH:7][C:5]=2[N:6]=1.[F:13][C:14]([F:23])([F:22])[S:15]([O:18][CH2:19][CH:20]=[CH2:21])(=[O:17])=[O:16]>ClCCl>[F:13][C:14]([F:23])([F:22])[S:15]([O-:18])(=[O:17])=[O:16].[CH3:1][C:2]1[Te:3][C:4]2[CH:10]=[C:9]([CH3:11])[C:8]([CH3:12])=[CH:7][C:5]=2[N+:6]=1[CH2:21][CH:20]=[CH2:19] |f:3.4|. Procedure: To a solution of 2,5,6-trimethylbenzotellurazole (Example 22) (9.90 g, 0.0033 mole) in dichloromethane (30 ml) was added the solution of 2-propen-1-yl trifluoromethanesulfonate (0.004 mole) rapidly at room temperature under a nitrogen atmosphere, with good stirring. Solid began separating 10 minutes after the addition was complete. Stirring under a nitrogen atmosphere was continued for about 18 hours. The solid was isolated by filtration, washed with diethyl ether, and dried under vacuum at room...